This data is from the Open Reaction Database (ORD), a public repository of structured organic reaction records. The task is: describe an organic reaction: reactants, conditions, products, and yield Reaction conditions: time 24 hour. Procedure details: A mixture of 1.44 gm (7.1 mMol) 1-benzyl-2,4-dioxopiperidine, 4.0 gm (28.9 mMol) potassium carbonate, and 1.5 mL (24.1 mMol) iodomethane in 14 mL dimethylsulfoxide was stirred for 24 hours. The reaction mixture was diluted with ethyl acetate and water. The phases were separated and the organic phases was washed sequentially with water and saturated aqueous sodium chloride, dried over magnesium sulfate and concentrated under reduced pressure. The residue was subjected to silica gel chromatography... RXN SMILES: [CH2:1]([N:8]1[CH2:13][CH2:12][C:11](=[O:14])[CH2:10][C:9]1=O)[C:2]1[CH:7]=[CH:6][CH:5]=[CH:4][CH:3]=1.[C:16](=[O:19])([O-])[O-].[K+].[K+].I[CH3:23]>CS(C)=O.C(OCC)(=O)C.O>[CH2:1]([N:8]1[CH2:13][CH2:12][C:11](=[O:14])[C:10]([CH3:23])([CH3:9])[C:16]1=[O:19])[C:2]1[CH:3]=[CH:4][CH:5]=[CH:6][CH:7]=1 |f:1.2.3|. The solvent is CS(=O)C (dimethylsulfoxide), C(C)(=O)OCC (ethyl acetate), O (water). Product: C(C1=CC=CC=C1)N1C(C(C(CC1)=O)(C)C)=O (1-benzyl-2,4-dioxo-3,3-dimethylpiperidine). Starting materials: C(C1=CC=CC=C1)N1C(CC(CC1)=O)=O (1-benzyl-2,4-dioxopiperidine), C([O-])([O-])=O.[K+].[K+] (potassium carbonate), IC (iodomethane). The yield is 37.1%.